This data is from the Open Reaction Database (ORD), a public repository of structured organic reaction records. The task is: describe an organic reaction: reactants, conditions, products, and yield Starting materials: C[C@]12CC[C@@H]3C=4C=CC(=CC4CC[C@H]3[C@@H]1CCC2=O)O (estrone), Cl (hydrochloric acid), CC(C)([O-])C.[K+] (potassium t-butoxide). Reagents/catalysts: C[C@@H]1OC[C@@H]2[C@@H](O1)[C@@H]([C@H]([C@@H](O2)OC3[C@H]4COC(=O)[C@@H]4[C@@H](C5=CC6=C(C=C35)OCO6)C7=CC(=C(C(=C7)OC)O)OC)O)O.C1CN(P(=O)(OC1)NCCCl)CCCl.[NH2-].[NH2-].Cl[Pt+2]Cl (ice-1), [Br-].C[P+](C1=CC=CC=C1)(C1=CC=CC=C1)C1=CC=CC=C1 (methyltriphenylphosphonium bromide). Run in CS(=O)C (DMSO), CS(=O)C (dimethylsulfoxide). Conditions: temperature 74.5 celsius, time 1 hour. The product is C=C1[C@]2(C)[C@@H](CC1)[C@@H]1CCC=3C=C(C=CC3[C@H]1CC2)O (17-Methylenestra-1,3,5(10)-trien-3-ol). Yield: 76.3%. As a reaction SMILES: [CH3:1]C(C)([O-])C.[K+].[CH3:7][C@@:8]12[C:24](=O)[CH2:23][CH2:22][C@H:21]1[C@H:20]1[C@@H:11]([C:12]3[CH:13]=[CH:14][C:15]([OH:26])=[CH:16][C:17]=3[CH2:18][CH2:19]1)[CH2:10][CH2:9]2.Cl>[Br-].C[P+](C1C=CC=CC=1)(C1C=CC=CC=1)C1C=CC=CC=1.CS(C)=O.C[C@H]1O[C@H]2[C@H](O)[C@@H](O)[C@H](OC3C4C(=CC5OCOC=5C=4)[C@@H](C4C=C(OC)C(O)=C(OC)C=4)[C@@H]4[C@@H]3COC4=O)O[C@@H]2CO1.C1COP(NCCCl)(=O)N(CCCl)C1.[NH2-].[NH2-].Cl[Pt+2]Cl>[CH2:1]=[C:24]1[CH2:23][CH2:22][C@H:9]2[C@H:10]3[C@H:11]([CH2:20][CH2:21][C@:8]12[CH3:7])[C:12]1[CH:13]=[CH:14][C:15]([OH:26])=[CH:16][C:17]=1[CH2:18][CH2:19]3 |f:0.1,4.5,7.8.9.10.11|. Reported procedure: A suspension of methyltriphenylphosphonium bromide (100.03 g, 0.28001 mol) and potassium t-butoxide (31.42 g, 0.2800 mol) in anh. dimethylsulfoxide (DMSO, 320 mL) under argon was stirred in an oil bath (68-81° C.) 1 h, after which estrone (15.14 g, 55.99 mmol) in anh. DMSO (320 mL) was added via syringe. See FIG. 17. Stirring was continued 1 h and the reaction allowed to cool. The mixture was poured into 800 mL of ice-1 N hydrochloric acid and then extracted three times with 400 mL aliquots of e... Reactants: CCOC(=O)C (EtOAc), BrC1=C(N=CS1)C(C)C (5-bromo-4-isopropyl-thiazole), C([O-])([O-])=O.[K+].[K+] (potassium carbonate), COC(C1=CC(=CC(=C1)B1OC(C(O1)(C)C)(C)C)C1=NC=C(C=C1)C)=O (3-(5-methyl-pyridin-2-yl)-5-(4,4,5,5-tetramethyl-[1,3,2]dioxaborolan-2-yl)-benzoic acid methyl ester). The reagents and catalysts are C=1C=CC(=CC1)[P](C=2C=CC=CC2)(C=3C=CC=CC3)[Pd]([P](C=4C=CC=CC4)(C=5C=CC=CC5)C=6C=CC=CC6)([P](C=7C=CC=CC7)(C=8C=CC=CC8)C=9C=CC=CC9)[P](C=1C=CC=CC1)(C=1C=CC=CC1)C=1C=CC=CC1 (Pd(PPh3)4). Run in COCCOC.O (DME H2O). Reaction conditions: temperature 80 celsius, time 18 hour. Product: COC(C1=CC(=CC(=C1)C1=NC=C(C=C1)C)C=1N=CSC1C(C)C)=O (3-(5-Isopropyl-thiazol-4-yl)-5-(5-methyl-pyridin-2-yl)-benzoic acid methyl ester). RXN SMILES: Br[C:2]1[S:6][CH:5]=[N:4][C:3]=1[CH:7]([CH3:9])[CH3:8].[C:10](=O)([O-])[O-].[K+].[K+].[CH3:16][O:17][C:18](=[O:41])[C:19]1C=C(B2OC(C)(C)C(C)(C)O2)C=[C:21]([C:34]2[CH:39]=[CH:38][C:37]([CH3:40])=[CH:36][N:35]=2)[CH:20]=1.CCO[C:45]([CH3:47])=O>COCCOC.O.C1C=CC([P]([Pd]([P](C2C=CC=CC=2)(C2C=CC=CC=2)C2C=CC=CC=2)([P](C2C=CC=CC=2)(C2C=CC=CC=2)C2C=CC=CC=2)[P](C2C=CC=CC=2)(C2C=CC=CC=2)C2C=CC=CC=2)(C2C=CC=CC=2)C2C=CC=CC=2)=CC=1>[CH3:16][O:17][C:18](=[O:41])[C:19]1[CH:20]=[C:21]([C:34]2[CH:39]=[CH:38][C:37]([CH3:40])=[CH:36][N:35]=2)[CH:9]=[C:7]([C:3]2[N:4]=[CH:5][S:6][C:2]=2[CH:45]([CH3:47])[CH3:10])[CH:8]=1 |f:1.2.3,6.7,^1:58,60,79,98|. Reported procedure: To a solution of 5-bromo-4-isopropyl-thiazole (0.131 g. 1 mmol), Pd(PPh3)4(56 mg, 0.05 mmol) and potassium carbonate (0.196 g, 1 mmol) in DME/H2O (5 ml/2 ml) was added 3-(5-methyl-pyridin-2-yl)-5-(4,4,5,5-tetramethyl-[1,3,2]dioxaborolan-2-yl)-benzoic acid methyl ester (0.250 g, 1 mmol) under N2 atmosphere. The reaction mixture was heated to 80° C. for three hours, then cooled and stirred at room temperature for 18 hours. The reaction mixture was poured into EtOAc, and the organic phase was separ... The reactants are CCOC(=O)CBr, CC[N+](CC)(CC)Cc1ccccc1, CCC(C)=O, CCOC(C)=O, [Cl-], [K+], [K+], O=C([O-])[O-], O=c1ccc(C(c2ccccc2)c2ccccc2)cn1CC=Cc1cccc2[nH]ccc12. The product is CCOC(=O)Cn1ccc2c(C=CCn3cc(C(c4ccccc4)c4ccccc4)ccc3=O)cccc21. Reaction SMILES: [Br:39][CH2:40][C:41](=[O:42])[O:43][CH2:44][CH3:45].[CH2:47]([N+:48]([CH2:49][CH3:50])([CH2:51][CH3:52])[CH2:53][CH3:54])[c:55]1[cH:56][cH:57][cH:58][cH:59][cH:60]1.[CH3:61][C:62](=[O:63])[CH2:64][CH3:65].[CH3:66][CH2:67][O:68][C:69]([CH3:70])=[O:71].[Cl-:46].[K+:33].[K+:34].[O-:35][C:36]([O-:37])=[O:38].[c:1]1([CH:7]([c:8]2[cH:9][cH:10][c:11](=[O:26])[n:12]([CH2:14][CH:15]=[CH:16][c:17]3[c:18]4[cH:19][cH:20][nH:21][c:22]4[cH:23][cH:24][cH:25]3)[cH:13]2)[c:27]2[cH:28][cH:29][cH:30][cH:31][cH:32]2)[cH:2][cH:3][cH:4][cH:5][cH:6]1>>[c:1]1([CH:7]([c:8]2[cH:9][cH:10][c:11](=[O:26])[n:12]([CH2:14][CH:15]=[CH:16][c:17]3[c:18]4[cH:19][cH:20][n:21]([CH2:40][C:41](=[O:42])[O:43][CH2:44][CH3:45])[c:22]4[cH:23][cH:24][cH:25]3)[cH:13]2)[c:27]2[cH:28][cH:29][cH:30][cH:31][cH:32]2)[cH:2][cH:3][cH:4][cH:5][cH:6]1. Starting materials: BrC1=C(N)C=C(C(=C1)C)Cl (2-bromo-5-chloro-4-methylaniline), [Cu]C#N (copper(I) cyanide), N (ammonia). The solvent is ice water, CN1C(CCC1)=O (N-methylpyrrolidinone). Run at time 2 hour. The product is C(#N)C1=C(N)C=C(C(=C1)C)Cl (2-Cyano-5-chloro-4-methylaniline). The yield is 66.4%. As a reaction SMILES: Br[C:2]1[CH:8]=[C:7]([CH3:9])[C:6]([Cl:10])=[CH:5][C:3]=1[NH2:4].[Cu][C:12]#[N:13].N>CN1CCCC1=O>[C:12]([C:2]1[CH:8]=[C:7]([CH3:9])[C:6]([Cl:10])=[CH:5][C:3]=1[NH2:4])#[N:13]. Procedure: To a solution of 2-bromo-5-chloro-4-methylaniline (13.0 g 58.96 mmol) in N-methylpyrrolidinone (100 ml) was added copper(I) cyanide (10.56 g, 118 mmol). The reaction mixture was placed in an oil bath preheated to 163° C. and stirred at this temperature for 2 h. The reaction mixture was allowed to cool to room temperature and then poured in ice-water (300 ml) and aqueous ammonia (90 ml). The brown precipitate was collected by filtration, washed with water (150 ml), dissolved in dichloromethane an... Reactants: CCOC(C)=O, CO, COC(=O)C=C(c1cccc(OC)c1)C(F)(F)F. The product is COC(=O)CC(c1cccc(OC)c1)C(F)(F)F. RXN SMILES: [CH3:19][CH2:20][O:21][C:22]([CH3:23])=[O:24].[CH3:25][OH:26].[F:1][C:2]([C:3](=[CH:4][C:5](=[O:6])[O:7][CH3:8])[c:9]1[cH:10][c:11]([O:15][CH3:16])[cH:12][cH:13][cH:14]1)([F:17])[F:18]>>[F:1][C:2]([CH:3]([CH2:4][C:5](=[O:6])[O:7][CH3:8])[c:9]1[cH:10][c:11]([O:15][CH3:16])[cH:12][cH:13][cH:14]1)([F:17])[F:18].